This data is from the Open Reaction Database (ORD), a public repository of structured organic reaction records. The task is: describe an organic reaction: reactants, conditions, products, and yield Starting materials: BrC=1C=C2CCN(C2=CC1)C1=C(C=C(C=C1)Br)NC(=O)N1CCN(CC1)C (N-[2-(5-bromo-1-indolinyl)-5-bromophenyl]-4-methyl-1-piperazinecarboxamide). Solvent: P(=O)(Cl)(Cl)Cl (phosphorus oxychloride). Conditions: time 20 minute. Yields the product BrC=1C=C2C3=C(C(=NC4=C(N3CC2)C=CC(=C4)Br)N4CCN(CC4)C)C1 (4,9-Dibromo-6-(4-methyl-1-piperazinyl)-1,2-dihydrobenzo[b]pyrrolo[3,2,1-jk][1,4]benzodiazepine). The yield is 70.3%. As a reaction SMILES: [Br:1][C:2]1[CH:3]=[C:4]2[C:8](=[CH:9][CH:10]=1)[N:7]([C:11]1[CH:16]=[CH:15][C:14]([Br:17])=[CH:13][C:12]=1[NH:18][C:19]([N:21]1[CH2:26][CH2:25][N:24]([CH3:27])[CH2:23][CH2:22]1)=O)[CH2:6][CH2:5]2>P(Cl)(Cl)(Cl)=O>[Br:1][C:2]1[CH:3]=[C:4]2[CH2:5][CH2:6][N:7]3[C:8]2=[C:9]([CH:10]=1)[C:19]([N:21]1[CH2:26][CH2:25][N:24]([CH3:27])[CH2:23][CH2:22]1)=[N:18][C:12]1[CH:13]=[C:14]([Br:17])[CH:15]=[CH:16][C:11]=13. Procedure details: A solution of N-[2-(5-bromo-1-indolinyl)-5-bromophenyl]-4-methyl-1-piperazinecarboxamide (12.3 g, 24.8 mmoles) and phosphorus oxychloride (250 ml) was heated under reflux for 1 hour. The reaction mixture was cooled and then concentrated at 50°-60° C. under vacuum. Ice-chilled sodium hydroxide solution (15%, 500 ml) and dichloromethane (500 ml) was added to the reaction mixture. The mixture was stirred for 20 minutes. The organic phase was separated and the aqueous phase was extracted once with d... Starting materials: BrCCC1CCOc2ccccc21, O=C([O-])[O-], CC(=O)OC(C)C, CCC(C)=O, [I-], [K+], [K+], [K+], O=[N+]([O-])c1ccc(N2CCNCC2)cc1. Yields the product O=[N+]([O-])c1ccc(N2CCN(CCC3CCOc4ccccc43)CC2)cc1. As a reaction SMILES: [Br:1][CH2:2][CH2:3][CH:4]1[CH2:5][CH2:6][O:7][c:8]2[c:9]1[cH:10][cH:11][cH:12][cH:13]2.[C:29](=[O:30])([O-:31])[O-:32].[C:37]([O:38][CH:39]([CH3:40])[CH3:41])(=[O:42])[CH3:43].[CH3:44][C:45](=[O:46])[CH2:47][CH3:48].[I-:36].[K+:33].[K+:34].[K+:35].[N+:14](=[O:15])([O-:16])[c:17]1[cH:18][cH:19][c:20]([N:23]2[CH2:24][CH2:25][NH:26][CH2:27][CH2:28]2)[cH:21][cH:22]1>>[CH2:2]([CH2:3][CH:4]1[CH2:5][CH2:6][O:7][c:8]2[c:9]1[cH:10][cH:11][cH:12][cH:13]2)[N:26]1[CH2:25][CH2:24][N:23]([c:20]2[cH:19][cH:18][c:17]([N+:14](=[O:15])[O-:16])[cH:22][cH:21]2)[CH2:28][CH2:27]1. The reactants are BrBr (bromine), ClC1=CC=C(C2=C1C=C(O2)C)N2C(N(C(=CC2=O)C(F)(F)F)C)=O (3-(4-chloro-2-methylbenzofuran-7-yl)-1-methyl-6-trifluoromethyluracil), O (water). The solvent is C(C)(=O)O (acetic acid). Conditions: time 6 hour. Yields the product BrC1=C(OC2=C1C(=CC=C2N2C(N(C(=CC2=O)C(F)(F)F)C)=O)Cl)C (3-(3-bromo-4-chloro-2-methylbenzofuran-7-yl)-1-methyl-6-trifluoromethyluracil). Isolated yield 50.0%. As a reaction SMILES: [Cl:1][C:2]1[C:7]2[CH:8]=[C:9]([CH3:11])[O:10][C:6]=2[C:5]([N:12]2[C:17](=[O:18])[CH:16]=[C:15]([C:19]([F:22])([F:21])[F:20])[N:14]([CH3:23])[C:13]2=[O:24])=[CH:4][CH:3]=1.[Br:25]Br.O>C(O)(=O)C>[Br:25][C:8]1[C:7]2[C:2]([Cl:1])=[CH:3][CH:4]=[C:5]([N:12]3[C:17](=[O:18])[CH:16]=[C:15]([C:19]([F:22])([F:21])[F:20])[N:14]([CH3:23])[C:13]3=[O:24])[C:6]=2[O:10][C:9]=1[CH3:11]. Procedure: 1.0 g (2.8 mmol) of 3-(4-chloro-2-methylbenzofuran-7-yl)-1-methyl-6-trifluoromethyluracil was dissolved in 30 ml of acetic acid, and 0.9 g (5.6 mmol) of bromine was dropwise added thereto at room temperature. After completion of the dropwise addition, stirring was carried out at 40° C. for 6 hours. After completion of the reaction, the reaction solution was poured into water and extracted with ethyl acetate. The organic layer was washed sequentially with water and 10% aqueous ammonia and then dr... Reactants: ice, N1=CC(=CC=C1)CCCCCC(=O)N (3-pyridinehexanamide), solution, B (borane). Run in O1CCCC1 (tetrahydrofuran), O1CCCC1 (tetrahydrofuran). Product: N1=CC(=CC=C1)CCCCCCN (3-pyridinehexanamine). Yield: 67.6%. Reaction SMILES: [N:1]1[CH:6]=[CH:5][CH:4]=[C:3]([CH2:7][CH2:8][CH2:9][CH2:10][CH2:11][C:12]([NH2:14])=O)[CH:2]=1.B>O1CCCC1>[N:1]1[CH:6]=[CH:5][CH:4]=[C:3]([CH2:7][CH2:8][CH2:9][CH2:10][CH2:11][CH2:12][NH2:14])[CH:2]=1. Procedure details: To an ice-cold solution of 16.27 g of 3-pyridinehexanamide in 250 ml of dry tetrahydrofuran was added 300 ml of a 1M solution of borane in tetrahydrofuran. The mixture was heated to reflux over night, cooled, quenched with water, and made strongly acidic with 6N hydrochloric acid solution. The acidic solution was allowed to stand over night, made basic with sodium hydroxide solution, and was extracted with 3×150 ml of dichloromethane. The combined organic layers were dried over potassium carbona... Starting materials: CCCCCC, CC(=O)O, OO, Cc1ccncc1C. Product: Cc1cc[n+]([O-])cc1C. RXN SMILES: [CH3:11][CH2:12][CH2:13][CH2:14][CH2:15][CH3:16].[CH3:17][C:18](=[O:19])[OH:20].[OH:9][OH:10].[n:1]1[cH:2][c:3]([CH3:8])[c:4]([CH3:7])[cH:5][cH:6]1>>[n+:1]1([O-:9])[cH:2][c:3]([CH3:8])[c:4]([CH3:7])[cH:5][cH:6]1. The reactants are Cl (hydrochloric acid), C([O-])([O-])=O.[Na+].[Na+] (sodium carbonate), BrC=1C=C2C=CC(=CC2=CC1)O (6-bromo-2-naphthol), FC1=CC=C(C=C1)B(O)O (4-fluorobenzeneboronic acid). Reagents/catalysts: C=1C=CC(=CC1)[P](C=2C=CC=CC2)(C=3C=CC=CC3)[Pd]([P](C=4C=CC=CC4)(C=5C=CC=CC5)C=6C=CC=CC6)([P](C=7C=CC=CC7)(C=8C=CC=CC8)C=9C=CC=CC9)[P](C=1C=CC=CC1)(C=1C=CC=CC1)C=1C=CC=CC1 (tetrakis(triphenylphosphine)palladium(0)). Solvent: O1CCOCC1 (Dioxane). Reaction conditions: temperature 80 celsius. Yields the product FC1=CC=C(C=C1)C=1C=C2C=CC(=CC2=CC1)O (6-(4-fluorophenyl)-2-naphthol). Isolated yield 73.5%. RXN SMILES: C(=O)([O-])[O-].[Na+].[Na+].Br[C:8]1[CH:9]=[C:10]2[C:15](=[CH:16][CH:17]=1)[CH:14]=[C:13]([OH:18])[CH:12]=[CH:11]2.[F:19][C:20]1[CH:25]=[CH:24][C:23](B(O)O)=[CH:22][CH:21]=1.Cl>C1C=CC([P]([Pd]([P](C2C=CC=CC=2)(C2C=CC=CC=2)C2C=CC=CC=2)([P](C2C=CC=CC=2)(C2C=CC=CC=2)C2C=CC=CC=2)[P](C2C=CC=CC=2)(C2C=CC=CC=2)C2C=CC=CC=2)(C2C=CC=CC=2)C2C=CC=CC=2)=CC=1.O1CCOCC1>[F:19][C:20]1[CH:25]=[CH:24][C:23]([C:8]2[CH:9]=[C:10]3[C:15](=[CH:16][CH:17]=2)[CH:14]=[C:13]([OH:18])[CH:12]=[CH:11]3)=[CH:22][CH:21]=1 |f:0.1.2,^1:33,35,54,73|. Procedure: Dioxane (100 mL) and 2M sodium carbonate solution (15 mL) were added to a mixture of 6-bromo-2-naphthol (2.3 g, 10 mmol), 4-fluorobenzeneboronic acid (2.2 g, 15 mmol) and tetrakis(triphenylphosphine)palladium(0) (0.6 g). The reaction was heated to 80° C. under nitrogen for 5 hours. The cooled reaction mixture was poured into dilute hydrochloric acid (200 mL) and extracted with ethyl acetate (x3). The combined organic layers were washed with water (x2) and brine, dried over MgSO4 and evaporated i... Reactants: COC(=O)C1(CC1)NC(=O)[C@@H]1N[C@H]([C@]([C@H]1C1=C(C(=CC=C1)Cl)F)(C#N)C1=C(C=C(C=C1)Cl)F)CC(C)(C)C (rac-1-{[(2R,3S,4R,5S)-3-(3-chloro-2-fluoro-phenyl)-4-(4-chloro-2-fluoro-phenyl)-4-cyano-5-(2,2-dimethyl-propyl)-pyrrolidine-2-carbonyl]-amino}-cyclopropanecarboxylic acid methyl ester), [Li+].[OH-] (LiOH). The solvent is O (water), C(C)(=O)OCC (ethyl acetate), CO (methanol), C1CCOC1 (THF). Run at time 3 hour. The product is ClC=1C(=C(C=CC1)[C@H]1[C@@H](N[C@H]([C@]1(C#N)C1=C(C=C(C=C1)Cl)F)CC(C)(C)C)C(=O)NC1(CC1)C(=O)O)F (rac-1-{[(2R,3S,4R,5S)-3-(3-chloro-2-fluoro-phenyl)-4-(4-chloro-2-fluoro-phenyl)-4-cyano-5-(2,2-dimethyl-propyl)-pyrrolidine-2-carbonyl]-amino}-cyclopropane carboxylic acid). As a reaction SMILES: C[O:2][C:3]([C:5]1([NH:8][C:9]([C@H:11]2[C@H:15]([C:16]3[CH:21]=[CH:20][CH:19]=[C:18]([Cl:22])[C:17]=3[F:23])[C@:14]([C:26]3[CH:31]=[CH:30][C:29]([Cl:32])=[CH:28][C:27]=3[F:33])([C:24]#[N:25])[C@H:13]([CH2:34][C:35]([CH3:38])([CH3:37])[CH3:36])[NH:12]2)=[O:10])[CH2:7][CH2:6]1)=[O:4].[Li+].[OH-]>C1COCC1.CO.O.C(OCC)(=O)C>[Cl:22][C:18]1[C:17]([F:23])=[C:16]([C@@H:15]2[C@:14]([C:26]3[CH:31]=[CH:30][C:29]([Cl:32])=[CH:28][C:27]=3[F:33])([C:24]#[N:25])[C@H:13]([CH2:34][C:35]([CH3:38])([CH3:37])[CH3:36])[NH:12][C@H:11]2[C:9]([NH:8][C:5]2([C:3]([OH:4])=[O:2])[CH2:6][CH2:7]2)=[O:10])[CH:21]=[CH:20][CH:19]=1 |f:1.2|. Reported procedure: The ester was taken directly to the hydrolysis step by dissolved in THF (3 mL) and methanol (1 mL), then 2N LiOH (1 mL) was added and stirred at room temperature for 3 hours. The mixture was diluted with water and ethyl acetate, the organic phase was separated then concentrated under reduced pressure to rac-1-{[(2R,3S,4R,5S)-3-(3-chloro-2-fluoro-phenyl)-4-(4-chloro-2-fluoro-phenyl)-4-cyano-5-(2,2-dimethyl-propyl)-pyrrolidine-2-carbonyl]-amino}-cyclopropanecarboxylic acid (65.2 mg, 67.2%) as an o...